From a dataset of the Open Reaction Database (ORD), a public repository of structured organic reaction records. describe an organic reaction: reactants, conditions, products, and yield Starting materials: FC(C(=O)O)(F)F.FC(C(=O)O)(F)F.FC(C(=O)O)(F)F.ClC=1C=NC=2NC=3C=NC=C(CCC4=C(C=CC(NC1N2)=C4)NC(C[C@H]4CNCCC4)=O)C3 (N-[6-chloro-2,4,8,18,22-pentaazatetracyclo[14.3.1.1(3,7).1(9,13)]docosa-1(20),3(22),4,6,9(21),10,12,16,18-nonaen-12-yl]-2-[(3S)-piperidin-3-yl]acetamide tris(trifluoroacetate)), C(C1=CC=CC=C1)(=O)Cl (benzoyl chloride). Yields the product FC(C(=O)O)(F)F.FC(C(=O)O)(F)F.C(C1=CC=CC=C1)(=O)N1C[C@@H](CCC1)CC(=O)NC=1C=CC=2NC3=C(C=NC(NC=4C=NC=C(CCC1C2)C4)=N3)Cl (2-[(3S)-1-Benzoylpiperidin-3-yl]-N-[6-chloro-2,4,8,18,22-pentaazatetracyclo[14.3.1.1(3,7).1(9,13)]docosa-1(20),3(22),4,6,9(21),10,12,16,18-nonaen-12-yl]acetamide bis(trifluoroacetate)). Isolated yield 61.0%. Reaction SMILES: [F:1][C:2]([F:7])([F:6])[C:3]([OH:5])=[O:4].[F:8][C:9]([F:14])([F:13])[C:10]([OH:12])=[O:11].FC(F)(F)C(O)=O.[Cl:22][C:23]1[CH:24]=[N:25][C:26]2[NH:27][C:28]3[CH:29]=[N:30][CH:31]=[C:32]([CH:54]=3)[CH2:33][CH2:34][C:35]3[CH:43]=[C:39]([NH:40][C:41]=1[N:42]=2)[CH:38]=[CH:37][C:36]=3[NH:44][C:45](=[O:53])[CH2:46][C@@H:47]1[CH2:52][CH2:51][CH2:50][NH:49][CH2:48]1.[C:55](Cl)(=[O:62])[C:56]1[CH:61]=[CH:60][CH:59]=[CH:58][CH:57]=1>>[F:1][C:2]([F:7])([F:6])[C:3]([OH:5])=[O:4].[F:8][C:9]([F:14])([F:13])[C:10]([OH:12])=[O:11].[C:55]([N:49]1[CH2:50][CH2:51][CH2:52][C@@H:47]([CH2:46][C:45]([NH:44][C:36]2[CH:37]=[CH:38][C:39]3[NH:40][C:41]4[N:42]=[C:26]([NH:27][C:28]5[CH:29]=[N:30][CH:31]=[C:32]([CH:54]=5)[CH2:33][CH2:34][C:35]=2[CH:43]=3)[N:25]=[CH:24][C:23]=4[Cl:22])=[O:53])[CH2:48]1)(=[O:62])[C:56]1[CH:61]=[CH:60][CH:59]=[CH:58][CH:57]=1 |f:0.1.2.3,5.6.7|. Procedure: The desired compound was prepared according to the procedure of Example D94 using N-[6-chloro-2,4,8,18,22-pentaazatetracyclo[14.3.1.1(3,7).1(9,13)]docosa-1(20),3(22),4,6,9(21),10,12,16,18-nonaen-12-yl]-2-[(3S)-piperidin-3-yl]acetamide tris(trifluoroacetate) and benzoyl chloride as the starting materials in 61% yield. LCMS for C31H31ClN7O2 (M+H)+: m/z=568.0. Starting materials: Cl (hydrogen chloride), FC1=C2C(C=C(C(C2=CC(=C1)F)=O)OC(C)C)=O (5,7-difluoro-2-isopropoxy-1,4-naphthoquinone). Run in CO (methanol). The product is FC1=C2C(C=C(C(C2=CC(=C1)F)=O)OC)=O (5,7-Difluoro-2-methoxy-1,4-naphthoquinone). Isolated yield 83.6%. RXN SMILES: Cl.[F:2][C:3]1[CH:12]=[C:11]([F:13])[CH:10]=[C:9]2[C:4]=1[C:5](=[O:19])[CH:6]=[C:7]([O:15][CH:16](C)C)[C:8]2=[O:14]>CO>[F:2][C:3]1[CH:12]=[C:11]([F:13])[CH:10]=[C:9]2[C:4]=1[C:5](=[O:19])[CH:6]=[C:7]([O:15][CH3:16])[C:8]2=[O:14]. Reported procedure: A solution of 0.48 g (13.2 mM) of anhydrous hydrogen chloride in 15 mL of methanol was treated with 0.175 g (0.694 mM) of 5,7-difluoro-2-isopropoxy-1,4-naphthoquinone. The mixture was heated to solvent reflux temperature for 0.33 hours, cooled to room temperature and concentrated in vacuo to give 0.13 g of product. 1H NMR (dmso-d6): δ=7.8 (m, 1H), 7.68 (dd, 1H, JH-Fortho =7.5 Hz), 6.31 (s, 1H), 3.86(s, 3H). Product: CC(C)(C)OC(=O)NCc1cc2ncc(Br)n2cc1-c1ccc(Cl)cc1Cl. RXN SMILES: [C:1]([CH3:2])([CH3:3])([CH3:4])[O:5][C:6]([NH:7][CH2:8][c:9]1[cH:10][c:11]2[n:12]([cH:13][c:14]1-[c:15]1[c:16]([Cl:22])[cH:17][c:18]([Cl:21])[cH:19][cH:20]1)[cH:23][cH:24][n:25]2)=[O:26].[CH3:35][CH2:36][CH2:37][CH2:38][CH2:39][CH3:40].[CH3:49][CH2:50][O:51][C:52]([CH3:53])=[O:54].[Cl:41][CH2:42][Cl:43].[O:27]=[C:28]1[N:29]([Br:34])[C:30](=[O:31])[CH2:32][CH2:33]1.[O:44]=[CH:45][N:46]([CH3:47])[CH3:48]>>[C:1]([CH3:2])([CH3:3])([CH3:4])[O:5][C:6]([NH:7][CH2:8][c:9]1[cH:10][c:11]2[n:12]([cH:13][c:14]1-[c:15]1[c:16]([Cl:22])[cH:17][c:18]([Cl:21])[cH:19][cH:20]1)[c:23]([Br:34])[cH:24][n:25]2)=[O:26]. Starting materials: CC(C)(C)OC(=O)NCc1cc2nccn2cc1-c1ccc(Cl)cc1Cl, CCCCCC, CCOC(C)=O, ClCCl, O=C1CCC(=O)N1Br, CN(C)C=O. The reactants are OCc1ccccc1, CCOCC, C[Si](C)(C)[N-][Si](C)(C)C, O=C(NCc1cccnc1)c1ccc2n1Cc1ccccc1N(C(=O)c1ccc(Cl)nc1)C2, [Na+], C1CCOC1. The product is O=C(NCc1cccnc1)c1ccc2n1Cc1ccccc1N(C(=O)c1ccc(OCc3ccccc3)nc1)C2. Reaction SMILES: [CH2:1]([c:2]1[cH:3][cH:4][cH:5][cH:6][cH:7]1)[OH:8].[CH3:52][CH2:53][O:54][CH2:55][CH3:56].[CH3:9][Si:10]([N-:11][Si:12]([CH3:13])([CH3:14])[CH3:15])([CH3:16])[CH3:17].[Cl:19][c:20]1[cH:21][cH:22][c:23]([C:26](=[O:27])[N:28]2[CH2:29][c:30]3[n:31]([c:39]([C:42](=[O:43])[NH:44][CH2:45][c:46]4[cH:47][n:48][cH:49][cH:50][cH:51]4)[cH:40][cH:41]3)[CH2:32][c:33]3[c:34]2[cH:35][cH:36][cH:37][cH:38]3)[cH:24][n:25]1.[Na+:18].[O:57]1[CH2:58][CH2:59][CH2:60][CH2:61]1>>[CH2:1]([c:2]1[cH:3][cH:4][cH:5][cH:6][cH:7]1)[O:8][c:20]1[cH:21][cH:22][c:23]([C:26](=[O:27])[N:28]2[CH2:29][c:30]3[n:31]([c:39]([C:42](=[O:43])[NH:44][CH2:45][c:46]4[cH:47][n:48][cH:49][cH:50][cH:51]4)[cH:40][cH:41]3)[CH2:32][c:33]3[c:34]2[cH:35][cH:36][cH:37][cH:38]3)[cH:24][n:25]1. The reactants are O=C([O-])[O-], NC(=O)c1ccccc1N(CCCl)Cc1ccccc1, CCCCO, ClC(Cl)Cl, Cl, [Na+], [Na+], OC1(c2ccccc2)CCNCC1. Product: NC(=O)c1ccccc1N(CCN1CCC(O)(c2ccccc2)CC1)Cc1ccccc1. As a reaction SMILES: [C:22](=[O:23])([O-:24])[O-:25].[CH2:2]([c:3]1[cH:4][cH:5][cH:6][cH:7][cH:8]1)[N:9]([c:10]1[c:11]([C:12](=[O:13])[NH2:14])[cH:15][cH:16][cH:17][cH:18]1)[CH2:19][CH2:20][Cl:21].[CH2:41]([OH:42])[CH2:43][CH2:44][CH3:45].[Cl:46][CH:47]([Cl:48])[Cl:49].[ClH:1].[Na+:26].[Na+:27].[OH:28][C:29]1([c:35]2[cH:36][cH:37][cH:38][cH:39][cH:40]2)[CH2:30][CH2:31][NH:32][CH2:33][CH2:34]1>>[CH2:2]([c:3]1[cH:4][cH:5][cH:6][cH:7][cH:8]1)[N:9]([c:10]1[c:11]([C:12](=[O:13])[NH2:14])[cH:15][cH:16][cH:17][cH:18]1)[CH2:19][CH2:20][N:32]1[CH2:31][CH2:30][C:29]([OH:28])([c:35]2[cH:36][cH:37][cH:38][cH:39][cH:40]2)[CH2:34][CH2:33]1.